Dataset: the Open Reaction Database (ORD), a public repository of structured organic reaction records. Task: describe an organic reaction: reactants, conditions, products, and yield The reactants are Cn1cc2ccc(NC(=O)c3ccccc3NCc3ccnc(Br)c3)cc2n1, O=C([O-])[O-], CN1CCN(C(N)=O)CC1, [Cs+], [Cs+], CN(C)C=O, C1COCCO1, O=C(C=Cc1ccccc1)C=Cc1ccccc1, O=C(C=Cc1ccccc1)C=Cc1ccccc1, O=C(C=Cc1ccccc1)C=Cc1ccccc1, [Pd], [Pd]. The product is CN1CCN(C(=O)Nc2cc(CNc3ccccc3C(=O)Nc3ccc4cn(C)nc4c3)ccn2)CC1. RXN SMILES: [Br:1][c:2]1[n:3][cH:4][cH:5][c:6]([CH2:8][NH:9][c:10]2[c:11]([C:12](=[O:13])[NH:14][c:15]3[cH:16][cH:17][c:18]4[cH:19][n:20]([CH3:24])[n:21][c:22]4[cH:23]3)[cH:25][cH:26][cH:27][cH:28]2)[cH:7]1.[C:34](=[O:35])([O-:36])[O-:37].[CH3:40][N:41]1[CH2:42][CH2:43][N:44]([C:47](=[O:48])[NH2:49])[CH2:45][CH2:46]1.[Cs+:38].[Cs+:39].[O:29]=[CH:30][N:31]([CH3:32])[CH3:33].[O:50]1[CH2:51][CH2:52][O:53][CH2:54][CH2:55]1.[O:58]=[C:59]([CH:60]=[CH:61][c:62]1[cH:63][cH:64][cH:65][cH:66][cH:67]1)[CH:68]=[CH:69][c:70]1[cH:71][cH:72][cH:73][cH:74][cH:75]1.[O:76]=[C:77]([CH:78]=[CH:79][c:80]1[cH:81][cH:82][cH:83][cH:84][cH:85]1)[CH:86]=[CH:87][c:88]1[cH:89][cH:90][cH:91][cH:92][cH:93]1.[O:94]=[C:95]([CH:96]=[CH:97][c:98]1[cH:99][cH:100][cH:101][cH:102][cH:103]1)[CH:104]=[CH:105][c:106]1[cH:107][cH:108][cH:109][cH:110][cH:111]1.[Pd:56].[Pd:57]>>[c:2]1([NH:49][C:47]([N:44]2[CH2:43][CH2:42][N:41]([CH3:40])[CH2:46][CH2:45]2)=[O:48])[n:3][cH:4][cH:5][c:6]([CH2:8][NH:9][c:10]2[c:11]([C:12](=[O:13])[NH:14][c:15]3[cH:16][cH:17][c:18]4[cH:19][n:20]([CH3:24])[n:21][c:22]4[cH:23]3)[cH:25][cH:26][cH:27][cH:28]2)[cH:7]1. Starting materials: COC(=O)c1cc(Cl)cc2c1NC(c1cccc(N)c1)C(C)(C)C2, CO, Cl, [Na+], C1CCOC1, [OH-], O. Product: CC1(C)Cc2cc(Cl)cc(C(=O)O)c2NC1c1cccc(N)c1. As a reaction SMILES: [CH3:1][O:2][C:3](=[O:4])[c:5]1[cH:6][c:7]([Cl:24])[cH:8][c:9]2[c:14]1[NH:13][CH:12]([c:15]1[cH:16][c:17]([NH2:21])[cH:18][cH:19][cH:20]1)[C:11]([CH3:22])([CH3:23])[CH2:10]2.[CH3:26][OH:27].[ClH:25].[Na+:34].[O:28]1[CH2:29][CH2:30][CH2:31][CH2:32]1.[OH-:33].[OH2:35]>>[O:2]=[C:3]([OH:4])[c:5]1[cH:6][c:7]([Cl:24])[cH:8][c:9]2[c:14]1[NH:13][CH:12]([c:15]1[cH:16][c:17]([NH2:21])[cH:18][cH:19][cH:20]1)[C:11]([CH3:22])([CH3:23])[CH2:10]2. Reactants: ClC1=CC=C(C=CC(N)=NO)C=C1.ClC1=CC=C(/C=C/C2=NOC=N2)C=C1 (3-(β-trans-p-chlorostyryl)-1,2,4-oxadiazole p-Chlorocinnamamidoxime). Reagents/catalysts: B(F)(F)F.CCOCC (boron trifluoride etherate). Run in C(C)OC(OCC)OCC (triethylorthoformate). Reaction conditions: time 5 minute. Product: ClC1=CC=C(/C=C/C2=NOC=N2)C=C1 (3-(β-trans-p-chlorostyryl)-1,2,4-oxadiazole). As a reaction SMILES: ClC1C=CC(C=CC(=NO)N)=CC=1.[Cl:14][C:15]1[CH:27]=[CH:26][C:18](/[CH:19]=[CH:20]/[C:21]2[N:25]=[CH:24][O:23][N:22]=2)=[CH:17][CH:16]=1>C(OC(OCC)OCC)C.B(F)(F)F.CCOCC>[Cl:14][C:15]1[CH:16]=[CH:17][C:18](/[CH:19]=[CH:20]/[C:21]2[N:25]=[CH:24][O:23][N:22]=2)=[CH:26][CH:27]=1 |f:0.1,3.4|. Procedure: 3-(β-trans-p-chlorostyryl)-1,2,4-oxadiazole p-Chlorocinnamamidoxime (4.0 g.) was refluxed in triethylorthoformate (40 ml.) containing two drops of boron trifluoride etherate for 15 min. Thin layer chromatography after 5 mins. showed the reaction to be complete. The reaction mixture was evaporated in vacuo to a yellow solid which was dissolved in chloroform (100 ml.) and washed consecutively with 2N-hydrochloric acid (100 ml.), saturated sodium bicarbonate solution (100 ml.) and water (100 ml.). ... The reactants are NC1=C2C=NN(C2=CC=C1)CC=1C=C(C(=O)N(C)C)C=CC1 (3-((4-amino-1H-indazol-1-yl)methyl)-N,N-dimethylbenzamide), CN1CCN(CC1)CCOC1=CC=2N(C=C1)C(=CN2)C(=O)OCC (Ethyl 7-(2-(4-methylpiperazin-1-yl)ethoxy)imidazo[1,2-a]pyridine-3-carboxylate), [Li+].C[Si](C)(C)[N-][Si](C)(C)C (LHMDS). Solvent: C1CCOC1 (THF), C1CCOC1 (THF). Conditions: time 10 minute. The product is CN(C(=O)C=1C=C(CN2N=CC3=C(C=CC=C23)NC(=O)C2=CN=C3N2C=CC(=C3)OCCN3CCN(CC3)C)C=CC1)C (N-(1-(3-(dimethylcarbamoyl)benzyl)-1H-indazol-4-yl)-7-(2-(4-methylpiperazin-1-yl)ethoxy)imidazo[1,2-a]pyridine-3-carboxamide). As a reaction SMILES: [NH2:1][C:2]1[CH:10]=[CH:9][CH:8]=[C:7]2[C:3]=1[CH:4]=[N:5][N:6]2[CH2:11][C:12]1[CH:13]=[C:14]([CH:20]=[CH:21][CH:22]=1)[C:15]([N:17]([CH3:19])[CH3:18])=[O:16].[Li+].C[Si]([N-][Si](C)(C)C)(C)C.[CH3:33][N:34]1[CH2:39][CH2:38][N:37]([CH2:40][CH2:41][O:42][C:43]2[CH:48]=[CH:47][N:46]3[C:49]([C:52](OCC)=[O:53])=[CH:50][N:51]=[C:45]3[CH:44]=2)[CH2:36][CH2:35]1>C1COCC1>[CH3:18][N:17]([CH3:19])[C:15]([C:14]1[CH:13]=[C:12]([CH:22]=[CH:21][CH:20]=1)[CH2:11][N:6]1[C:7]2[C:3](=[C:2]([NH:1][C:52]([C:49]3[N:46]4[CH:47]=[CH:48][C:43]([O:42][CH2:41][CH2:40][N:37]5[CH2:38][CH2:39][N:34]([CH3:33])[CH2:35][CH2:36]5)=[CH:44][C:45]4=[N:51][CH:50]=3)=[O:53])[CH:10]=[CH:9][CH:8]=2)[CH:4]=[N:5]1)=[O:16] |f:1.2|. Procedure details: A solution of 3-((4-amino-1H-indazol-1-yl)methyl)-N,N-dimethylbenzamide (0.15 g, 0.51 mmol) and THF (1.0 mL) was cooled to −5° C. in an ice/brine bath, then LHMDS (0.48 ml, 0.48 mmol, 1.0M THF) was added drop-wise and the mixture was stirred for 10 minutes, during which a dark emulsion formed. Ethyl 7-(2-(4-methylpiperazin-1-yl)ethoxy)imidazo[1,2-a]pyridine-3-carboxylate (Preparation A; 0.080 g, 0.24 mmol) was added dropwise as a THF solution (1.0 mL). The reaction was stirred at −5 to 0° C. for... Reactants: COC(C(O)(C=1OC=CC1)C1CCCCC1)=O (2-Cyclohexyl-2-fur-2-yl-2-hydroxyacetic acid methyl ester), O[C@H]1CN2CCC1CC2 ((3R)-3-hydroxy-1-azabicyclo[2.2.2]octane). Run in C1(=CC=CC=C1)C (toluene). Yields the product N12C[C@@H](C(CC1)CC2)OC(C(O)(C=2OC=CC2)C2CCCCC2)=O (2-Cyclohexyl-2-fur-2-yl-2-hydroxyacetic acid (3R)-1-azabicyclo[2.2.2]oct-3-yl ester). As a reaction SMILES: [CH3:1][O:2][C:3](=[O:17])[C:4]([CH:11]1[CH2:16][CH2:15][CH2:14][CH2:13][CH2:12]1)([C:6]1[O:7][CH:8]=[CH:9][CH:10]=1)[OH:5].O[C@@H:19]1[CH:24]2C[CH2:26][N:21]([CH2:22][CH2:23]2)[CH2:20]1>C1(C)C=CC=CC=1>[N:21]12[CH2:22][CH2:23][CH:24]([CH2:19][CH2:20]1)[C@@H:1]([O:2][C:3](=[O:17])[C:4]([CH:11]1[CH2:16][CH2:15][CH2:14][CH2:13][CH2:12]1)([C:6]1[O:7][CH:8]=[CH:9][CH:10]=1)[OH:5])[CH2:26]2. Procedure: Prepared using the same method as for Intermediate I-1, but from 13.73 g (0.057 mol) of 2-Cyclohexyl-2-fur-2-yl-2-hydroxyacetic acid methyl ester (Intermediate I-11) dissolved in 350 ml of toluene, 8.6 g (0.067 mol) of (3R)-3-hydroxy-1-azabicyclo[2.2.2]octane and 1.37 g (0.0342 mol) of HNa (60% dispersion in mineral oil). The oil obtained (10.33 g) was purified by chromatography on silica gel eluting with chloroform/methanol/ammonia 97:3:0.3. Appropiate fractions were combined and evaporated to ... The reactants are C(#N)C1=NN(C=C1C1CC(C1)=O)C1=C(C=C(C=C1Cl)C(F)(F)F)Cl (3-Cyano-4-(3-oxocyclobutyl)-1-(2,6-dichloro-4-trifluoromethylphenyl)pyrazol), O (water), C1(=CC=CC=C1)P(C1=CC=CC=C1)C1=CC=CC=C1 (Triphenylphosphine), C(Br)(Br)(Br)Br (Carbon tetrabromide). Solvent: C(Cl)Cl (DCM), C(Cl)Cl (DCM). Run at temperature -10 celsius. Yields the product C(#N)C1=NN(C=C1C1CC(C1)=C(Br)Br)C1=C(C=C(C=C1Cl)C(F)(F)F)Cl (3-Cyano-4-(3-dibromomethylenecyclobutyl)-1-(2,6-dichloro-4-trifluoromethylphenyl )pyrazole). Isolated yield 81.9%. Reaction SMILES: C1(P(C2C=CC=CC=2)C2C=CC=CC=2)C=CC=CC=1.[C:20]([Br:24])(Br)(Br)[Br:21].[C:25]([C:27]1[C:31]([CH:32]2[CH2:35][C:34](=O)[CH2:33]2)=[CH:30][N:29]([C:37]2[C:42]([Cl:43])=[CH:41][C:40]([C:44]([F:47])([F:46])[F:45])=[CH:39][C:38]=2[Cl:48])[N:28]=1)#[N:26].O>C(Cl)Cl>[C:25]([C:27]1[C:31]([CH:32]2[CH2:35][C:34](=[C:20]([Br:24])[Br:21])[CH2:33]2)=[CH:30][N:29]([C:37]2[C:38]([Cl:48])=[CH:39][C:40]([C:44]([F:45])([F:46])[F:47])=[CH:41][C:42]=2[Cl:43])[N:28]=1)#[N:26]. Procedure details: Triphenylphosphine (560 mg, 2.14 mmol) was dissolved in 2 ml anhydrous DCM and cooled to -10° C. Carbon tetrabromide (355 mg, 1.07 mmol in 2 ml DCM) was added dropwise to the cooled solution, producing an amber colour. 3-Cyano-4-(3-oxocyclobutyl)-1-(2,6-dichloro-4-trifluoromethylphenyl)pyrazole (200 mg, 0.53 mmol, Example 3) in DCM (2 ml) was added dropwise whereupon the reaction mixture assumed a brown colour. The reaction mixture was warmed to room temperature. After 0.5 hr the mixture was pou...